This data is from the Open Reaction Database (ORD), a public repository of structured organic reaction records. The task is: describe an organic reaction: reactants, conditions, products, and yield The reactants are Cl (HCl), COC1=CC=C(C=C1)/C(/C(=O)OCC)=N/OCC1=CC=C(C=C1)OCC=1N=C(OC1C)C1=CC=CC=C1 (Ethyl Z-2-(4-methoxyphenyl)-2-[4-(5-methyl-2-phenyl-4-oxazolylmethoxy)benzyloxyimino]acetate). Solvent: O1CCCC1 (tetrahydrofuran), CO (methanol), aqueous solution, [OH-].[Na+] (sodium hydroxide). The product is COC1=CC=C(C=C1)/C(/C(=O)O)=N/OCC1=CC=C(C=C1)OCC=1N=C(OC1C)C1=CC=CC=C1 (Z-2-(4-methoxyphenyl)-2-[4-(5-methyl-2-phenyl-4-oxazolylmethoxy)benzyloxyimino]acetic acid). Isolated yield 90.0%. As a reaction SMILES: [CH3:1][O:2][C:3]1[CH:8]=[CH:7][C:6](/[C:9](=[N:15]/[O:16][CH2:17][C:18]2[CH:23]=[CH:22][C:21]([O:24][CH2:25][C:26]3[N:27]=[C:28]([C:32]4[CH:37]=[CH:36][CH:35]=[CH:34][CH:33]=4)[O:29][C:30]=3[CH3:31])=[CH:20][CH:19]=2)/[C:10]([O:12]CC)=[O:11])=[CH:5][CH:4]=1.Cl>O1CCCC1.CO.[OH-].[Na+]>[CH3:1][O:2][C:3]1[CH:8]=[CH:7][C:6](/[C:9](=[N:15]/[O:16][CH2:17][C:18]2[CH:23]=[CH:22][C:21]([O:24][CH2:25][C:26]3[N:27]=[C:28]([C:32]4[CH:37]=[CH:36][CH:35]=[CH:34][CH:33]=4)[O:29][C:30]=3[CH3:31])=[CH:20][CH:19]=2)/[C:10]([OH:12])=[O:11])=[CH:5][CH:4]=1 |f:4.5|. Reported procedure: Ethyl Z-2-(4-methoxyphenyl)-2-[4-(5-methyl-2-phenyl-4-oxazolylmethoxy)benzyloxyimino]acetate (1.20 g) was dissolved in tetrahydrofuran (5 ml)-methanol (10 ml), and 0.5N aqueous solution of sodium hydroxide (10 ml) was added and the mixture was heated under reflux for 1 hour. 1N HCl (5.5 ml) was added to the reaction mixture, and the mixture was extracted with ethyl acetate. The ethyl acetate layer was washed with saturated aqueous sodium chloride, dried (MgSO4) and then concentrated. The residua... Starting materials: [OH-].[Na+] (NaOH), C(C)OC(C(CC1=CC=C(C=C1)O)(C)OC1=CC=C(C=C1)C)=O (2-(p-tolyloxy)-3-(4-hydroxyphenyl)-2-methyl-propionic acid ethyl ester), CC1=C(N=C(O1)C1=CC=C(C=C1)C1=CC=CC=C1)CCOS(=O)(=O)C1=CC=C(C=C1)C (toluene-4-sulfonic acid 2-(5-methyl-2-biphenyl-4-yl-oxazol-4-yl)ethyl ester), C(=O)([O-])[O-].[K+].[K+] (K2CO3). The solvent is C(C)O (ethanol), C(C)O (ethanol). The product is C1(=CC=C(C=C1)C=1OC(=C(N1)CCOC1=CC=C(C=C1)CC(C(=O)O)(OC1=CC=C(C=C1)C)C)C)C1=CC=CC=C1 (3-{4-[2-(2-biphenyl-4-yl-5-methyl-oxazol-4-yl)-ethoxy]-phenyl}-2-methyl-2-p-tolyloxy-propionic acid). Reaction SMILES: C([O:3][C:4](=[O:23])[C:5]([O:15][C:16]1[CH:21]=[CH:20][C:19]([CH3:22])=[CH:18][CH:17]=1)([CH3:14])[CH2:6][C:7]1[CH:12]=[CH:11][C:10]([OH:13])=[CH:9][CH:8]=1)C.[CH3:24][C:25]1[O:29][C:28]([C:30]2[CH:35]=[CH:34][C:33]([C:36]3[CH:41]=[CH:40][CH:39]=[CH:38][CH:37]=3)=[CH:32][CH:31]=2)=[N:27][C:26]=1[CH2:42][CH2:43]OS(C1C=CC(C)=CC=1)(=O)=O.C([O-])([O-])=O.[K+].[K+].[OH-].[Na+]>C(O)C>[C:33]1([C:36]2[CH:37]=[CH:38][CH:39]=[CH:40][CH:41]=2)[CH:34]=[CH:35][C:30]([C:28]2[O:29][C:25]([CH3:24])=[C:26]([CH2:42][CH2:43][O:13][C:10]3[CH:9]=[CH:8][C:7]([CH2:6][C:5]([CH3:14])([O:15][C:16]4[CH:17]=[CH:18][C:19]([CH3:22])=[CH:20][CH:21]=4)[C:4]([OH:3])=[O:23])=[CH:12][CH:11]=3)[N:27]=2)=[CH:31][CH:32]=1 |f:2.3.4,5.6|. Procedure details: A mixture 2-(p-tolyloxy)-3-(4-hydroxyphenyl)-2-methyl-propionic acid ethyl ester (0.030 mmol) (see Ex. 35, Part C), toluene-4-sulfonic acid 2-(5-methyl-2-biphenyl-4-yl-oxazol-4-yl)ethyl ester (0.030 mmol) (see Ex. 1, Part I) and 325 mesh K2CO3 (0.084 g, 0.60 mmol) in ethanol (2 mL) was heated to reflux for 24 h under N2. Aqueous 5N NaOH (0.5 mL) and additional ethanol (1 mL) was added to the reaction mixture and it was heated at reflux for an additional 2 h. The reaction was cooled and the solve... Reactants: C12C(C3CC(CC(C1)C3)C2)N2NC(C2=O)(C)C (2-(Adamantan-2-yl)-4,4-dimethyl-1,2-diazetidin-3-one), Br.BrCC1=NC=CC=C1 (2-(bromomethyl)pyridine hydrobromide). The product is CC1(C(N(N1CC1=NC=CC=C1)C1C2CC3CC(CC1C3)C2)=O)C (4,4-dimethyl-1-(pyridin-2-ylmethyl)-2-(adamantan-2-yl)-1,2-diazetidin-3-one). Reaction SMILES: [CH:1]12[CH2:10][CH:5]3[CH2:6][CH:7]([CH2:9][CH:3]([CH2:4]3)[CH:2]1[N:11]1[C:14](=[O:15])[C:13]([CH3:17])([CH3:16])[NH:12]1)[CH2:8]2.Br.Br[CH2:20][C:21]1[CH:26]=[CH:25][CH:24]=[CH:23][N:22]=1>>[CH3:16][C:13]1([CH3:17])[N:12]([CH2:20][C:21]2[CH:26]=[CH:25][CH:24]=[CH:23][N:22]=2)[N:11]([CH:2]2[CH:3]3[CH2:4][CH:5]4[CH2:6][CH:7]([CH2:8][CH:1]2[CH2:10]4)[CH2:9]3)[C:14]1=[O:15] |f:1.2|. Procedure: 2-(Adamantan-2-yl)-4,4-dimethyl-1,2-diazetidin-3-one prepared in Process 3 of Example 12, and 2-(bromomethyl)pyridine hydrobromide were used for a similar reaction and treatment as Process 6 of Example 1, and the title compound was obtained as a pale yellow crystalline powder. Reactants: COc1ccc(CN2C(=O)SCC2C2(OC)CC3CC(CCCC=CCCCCCC(=O)O3)O2)cc1, COc1ccc(CN2C(=O)SCC2C2(OC)CC3CC(CCCC=CCCC(C)=CC(=O)O3)O2)cc1. Yields the product COc1ccc(CN2C(=O)SCC2C2(OC)CC3CC(CCCCCCCCCCC(=O)O3)O2)cc1. RXN SMILES: [CH3:1][O:2][C:3]1([CH:22]2[N:23]([CH2:28][c:29]3[cH:30][cH:31][c:32]([O:35][CH3:36])[cH:33][cH:34]3)[C:24](=[O:27])[S:25][CH2:26]2)[O:4][CH:5]2[CH2:6][CH2:7][CH2:8][CH:9]=[CH:10][CH2:11][CH2:12][CH2:13][CH2:14][CH2:15][C:16](=[O:21])[O:17][CH:18]([CH2:19]1)[CH2:20]2.[CH3:37][O:38][C:39]1([CH:40]2[CH2:41][S:42][C:43](=[O:44])[N:45]2[CH2:46][c:47]2[cH:48][cH:49][c:50]([O:51][CH3:52])[cH:53][cH:54]2)[CH2:55][CH:56]2[CH2:57][CH:58]([CH2:59][CH2:60][CH2:61][CH:62]=[CH:63][CH2:64][CH2:65][C:66]([CH3:67])=[CH:68][C:69](=[O:70])[O:71]2)[O:72]1>>[CH3:1][O:2][C:3]1([CH:22]2[N:23]([CH2:28][c:29]3[cH:30][cH:31][c:32]([O:35][CH3:36])[cH:33][cH:34]3)[C:24](=[O:27])[S:25][CH2:26]2)[O:4][CH:5]2[CH2:6][CH2:7][CH2:8][CH2:9][CH2:10][CH2:11][CH2:12][CH2:13][CH2:14][CH2:15][C:16](=[O:21])[O:17][CH:18]([CH2:19]1)[CH2:20]2.